From a dataset of the Open Reaction Database (ORD), a public repository of structured organic reaction records. describe an organic reaction: reactants, conditions, products, and yield Reactants: FC1=CC=C(C=C1)C1=NC=CC(=C1)C(C)=O (1-[2-(4-fluorophenyl)pyridin-4-yl]ethanone), C1(CCC1)N (cyclobutylamine), C(O)([O-])=O.[Na+] (sodium hydrogen carbonate). The reagents and catalysts are CC([O-])C.[Ti+4].CC([O-])C.CC([O-])C.CC([O-])C (Titanium(IV) isopropoxide). The solvent is CO (methanol), CO (methanol). Conditions: time 10 minute. Product: FC1=CC=C(C=C1)C1=NC=CC(=C1)C(C)NC1CCC1 (N-{1-[2-(4-Fluorophenyl)pyridin-4-yl]ethyl}cyclobutaneamine). The yield is 97.8%. As a reaction SMILES: [CH:1]1([NH2:5])[CH2:4][CH2:3][CH2:2]1.[F:6][C:7]1[CH:12]=[CH:11][C:10]([C:13]2[CH:18]=[C:17]([C:19](=O)[CH3:20])[CH:16]=[CH:15][N:14]=2)=[CH:9][CH:8]=1.C(=O)([O-])O.[Na+]>CO.CC(C)[O-].[Ti+4].CC(C)[O-].CC(C)[O-].CC(C)[O-]>[F:6][C:7]1[CH:8]=[CH:9][C:10]([C:13]2[CH:18]=[C:17]([CH:19]([NH:5][CH:1]3[CH2:4][CH2:3][CH2:2]3)[CH3:20])[CH:16]=[CH:15][N:14]=2)=[CH:11][CH:12]=1 |f:2.3,5.6.7.8.9|. Procedure: Titanium(IV) isopropoxide (1.85 g) was added to a solution of cyclobutylamine (930 mg) in methanol (10 mL), and the mixture was stirred at room temperature for 10 min. A solution of 1-[2-(4-fluorophenyl)pyridin-4-yl]ethanone (350 mg) in methanol (5 mL) was added thereto and the mixture was stirred at room temperature overnight. Saturated sodium hydrogen carbonate solution was added to the reaction mixture, which was then filtered through Celite, and the solvent was distilled off under reduced pr...